Dataset: the Open Reaction Database (ORD), a public repository of structured organic reaction records. Task: describe an organic reaction: reactants, conditions, products, and yield Run in ClCCl (dichloromethane), C(C)N(CC)CC (Triethylamine). As a reaction SMILES: FC(F)(F)C(O)=O.[F:8][C:9]1([CH2:15][N:16]2[C:24](=[O:25])[C:23]3[C:18](=[CH:19][CH:20]=[CH:21][CH:22]=3)[C:17]2=[O:26])[CH2:14][CH2:13][NH:12][CH2:11][CH2:10]1.[Cl:27][C:28]1[C:29]([OH:37])=[C:30]([CH:33]=[C:34]([Cl:36])[CH:35]=1)[CH:31]=O.[BH-](OC(C)=O)(OC(C)=O)OC(C)=O.[Na+]>ClCCl.C(N(CC)CC)C>[Cl:27][C:28]1[C:29]([OH:37])=[C:30]([CH:33]=[C:34]([Cl:36])[CH:35]=1)[CH2:31][N:12]1[CH2:13][CH2:14][C:9]([CH2:15][N:16]2[C:17](=[O:26])[C:18]3[C:23](=[CH:22][CH:21]=[CH:20][CH:19]=3)[C:24]2=[O:25])([F:8])[CH2:10][CH2:11]1 |f:3.4|. Product: ClC=1C(=C(CN2CCC(CC2)(F)CN2C(C3=CC=CC=C3C2=O)=O)C=C(C1)Cl)O (2-[1-(3,5-dichloro-2-hydroxy-benzyl)-4-fluoro-piperidin-4-ylmethyl]-isoindole-1,3-dione). Procedure details: Triethylamine (9 ml) was added to a solution of a trifluoroacetic acid salt of 2-(4-fluoro-piperidin-4-ylmethyl)-isoindole-1,3-dione (22.6 g) in dichloromethane (300 ml). The obtained solution was stirred for 5 minutes, and then 3,5-dichloro-2-hydroxy-benzaldehyde (12.4 g) and NaBH(OAc)3 (19 g) were added and the mixture was stirred at room temperature for 3 hours. The obtained solution was washed with a saturated aqueous solution of sodium hydrogen carbonate, the dichloromethane was concentrate... Reaction conditions: time 5 minute. The reactants are FC(C(=O)O)(F)F (trifluoroacetic acid), FC1(CCNCC1)CN1C(C2=CC=CC=C2C1=O)=O (2-(4-fluoro-piperidin-4-ylmethyl)-isoindole-1,3-dione), ClC=1C(=C(C=O)C=C(C1)Cl)O (3,5-dichloro-2-hydroxy-benzaldehyde), [BH-](OC(=O)C)(OC(=O)C)OC(=O)C.[Na+] (NaBH(OAc)3). Starting materials: O=C(c1ccccn1)c1cnc2c(C(F)(F)F)cccc2c1Cl, OB(O)c1ccc(Cl)c(Cl)c1. Product: O=C(c1ccccn1)c1cnc2c(C(F)(F)F)cccc2c1-c1ccc(Cl)c(Cl)c1. RXN SMILES: [Cl:1][c:2]1[c:3]([C:16](=[O:17])[c:18]2[n:19][cH:20][cH:21][cH:22][cH:23]2)[cH:4][n:5][c:6]2[c:7]([C:12]([F:13])([F:14])[F:15])[cH:8][cH:9][cH:10][c:11]12.[Cl:24][c:25]1[cH:26][c:27]([B:32]([OH:33])[OH:34])[cH:28][cH:29][c:30]1[Cl:31]>>[c:2]1(-[c:27]2[cH:26][c:25]([Cl:24])[c:30]([Cl:31])[cH:29][cH:28]2)[c:3]([C:16](=[O:17])[c:18]2[n:19][cH:20][cH:21][cH:22][cH:23]2)[cH:4][n:5][c:6]2[c:7]([C:12]([F:13])([F:14])[F:15])[cH:8][cH:9][cH:10][c:11]12. Starting materials: FC(C#N)(F)F (Trifluoroacetonitrile), ClC1=CC2=C(OC3=C([C@H]4N2CCC[C@H]4NC(C(F)(F)F)=O)C=CC=C3)C=C1 (trans-N-(7-chloro-2,3,4,14b-tetrahydro-1H-dibenzo[b,f]pyrido[1,2-d][1,4]oxazepin-1-yl)-2,2,2-trifluoroacetamide), C1CCOC1 (THF). Reaction conditions: time 16 hour. Product: ClC1=CC2=C(OC3=C([C@H]4N2CCC[C@H]4NC(C(F)(F)F)=N)C=CC=C3)C=C1 (trans-N-(7-chloro-2,3,4,14b-tetrahydro-1H-dibenzo[b,f]pyrido[1,2-d][1,4]oxazepin-1-yl)-2,2,2-trifluoroacetimidamide). Isolated yield 55.0%. As a reaction SMILES: FC(F)(F)C#[N:4].[Cl:7][C:8]1[CH:33]=CC2O[C:13]3[CH:31]=[CH:30]C=C[C:14]=3[C@@H:15]3[C@H:20]([NH:21][C:22](=O)[C:23]([F:26])([F:25])[F:24])[CH2:19][CH2:18][CH2:17][N:16]3[C:10]=2[CH:9]=1.[CH2:34]1[CH2:38][O:37][CH2:36][CH2:35]1>>[Cl:7][C:8]1[CH:33]=[CH:35][C:36]2[O:37][C:38]3[CH:34]=[CH:30][CH:31]=[CH:13][C:14]=3[C@@H:15]3[C@H:20]([NH:21][C:22](=[NH:4])[C:23]([F:26])([F:25])[F:24])[CH2:19][CH2:18][CH2:17][N:16]3[C:10]=2[CH:9]=1. Procedure details: Trifluoroacetonitrile was added to a solution of trans-N-(7-chloro-2,3,4,14b-tetrahydro-1H-dibenzo[b,f]pyrido[1,2-d][1,4]oxazepin-1-yl)-2,2,2-trifluoroacetamide (10 mg, 0.03 mmol) in 2 mL of THF for 2 h. The mixture was stirred at room temperature for 16 hr. After evaporation the crude compound was chromatographed on silica. Elution with toluene gave trans-N-(7-chloro-2,3,4,14b-tetrahydro-1H-dibenzo[b,f]pyrido[1,2-d][1,4]oxazepin-1-yl)-2,2,2-trifluoroacetimidamide (7.14 mg, 55%). Data: (m/z)=396... Starting materials: O1CCOC12CCN(CC2)C2=CC=C(C=C2)C(C)=O (1-[4-(1,4-Dioxa-8-aza-spiro[4.5]dec-8-yl)-phenyl]-ethanone), O.O.O.[N+](=O)([O-])[O-].[N+](=O)([O-])[O-].[N+](=O)([O-])[O-].[Tl+3] (thallium trinitrate trihydrate), C(Cl)Cl (methylene chloride), Cl(=O)(=O)(=O)O (perchloric acid). The solvent is CO (methanol). Run at time 3 hour. Product: O=C1CCN(CC1)C1=CC=C(C=C1)CC(=O)O ([4-(4-Oxo-piperidine-1-yl)-phenyl]-acetic acid). Isolated yield 17.1%. As a reaction SMILES: [O:1]1[C:5]2([CH2:10][CH2:9][N:8]([C:11]3[CH:16]=[CH:15][C:14]([C:17](=O)[CH3:18])=[CH:13][CH:12]=3)[CH2:7][CH2:6]2)OCC1.[OH2:20].[OH2:21].O.[N+]([O-])([O-])=O.[N+]([O-])([O-])=O.[N+]([O-])([O-])=O.[Tl+3].C(Cl)Cl.Cl(O)(=O)(=O)=O>CO>[O:1]=[C:5]1[CH2:6][CH2:7][N:8]([C:11]2[CH:12]=[CH:13][C:14]([CH2:17][C:18]([OH:21])=[O:20])=[CH:15][CH:16]=2)[CH2:9][CH2:10]1 |f:1.2.3.4.5.6.7|. Procedure: 1-[4-(1,4-Dioxa-8-aza-spiro[4.5]dec-8-yl)-phenyl]-ethanone (2.61 g, 10 mmol) (Taylor, E. C., Skotnicki, J. S. Synthesis, 1981, 606) was added to a solution of thallium trinitrate trihydrate (4.44 g, 10 mmol) (McKillop, A., Swann, B. P., Taylor, E. C. J. Am. Chem. Soc., 1971, 93, 4919) in methanol (40 mL) and methylene chloride (20 mL) containing perchloric acid (70%, 10 mL). After 5 hours at room temperature the precipitated thallium (I) nitrate was removed by filtration, and the filtrate was di... The reactants are CC(=CCCC1=CCC(CC1)CC(=O)O)C ((4-(4-Methyl-3-pentenyl)-3-cyclohexenyl)acetic acid), C(C(=O)Cl)(=O)Cl (oxalyl chloride). Conditions: time 1 hour. Product: CC(=CCCC1=CCC(CC1)CC(=O)Cl)C ((4-(4-Methyl-3-pentenyl)-3-cyclohexenyl)acetyl chloride). RXN SMILES: [CH3:1][C:2]([CH3:16])=[CH:3][CH2:4][CH2:5][C:6]1[CH2:11][CH2:10][CH:9]([CH2:12][C:13](O)=[O:14])[CH2:8][CH:7]=1.C(Cl)(=O)C([Cl:20])=O>>[CH3:1][C:2]([CH3:16])=[CH:3][CH2:4][CH2:5][C:6]1[CH2:11][CH2:10][CH:9]([CH2:12][C:13]([Cl:20])=[O:14])[CH2:8][CH:7]=1. Procedure: To a 100 mL flask containing a stirbar is added the acid 2B (R=4-Methyl-3-pentenyl) (10 g) and oxalyl chloride (8.3 mL). The reaction is stirred under a nitrogen atmosphere for one hour after gas evolution ceases. Residual oxalyl chloride is removed in vacuo. Reactants: NC=1SC=C(N1)CC(=O)OCC (ethyl 2-aminothiazol-4-ylacetate), N1=CC=CC=C1 (pyridine), Cl (hydrochloric acid), S(=O)(=O)(C)Cl (mesyl chloride). The solvent is C(Cl)Cl (methylene chloride), C(C)(=O)OCC (ethyl acetate), O (water), C(Cl)Cl (methylene chloride). The product is CS(=O)(=O)NC=1SC=C(N1)CC(=O)OCC (ethyl 2-methanesulfonamidothiazol-4-ylacetate). Yield: 34.8%. As a reaction SMILES: [NH2:1][C:2]1[S:3][CH:4]=[C:5]([CH2:7][C:8]([O:10][CH2:11][CH3:12])=[O:9])[N:6]=1.N1C=CC=CC=1.[S:19](Cl)([CH3:22])(=[O:21])=[O:20].Cl>C(Cl)Cl.C(OCC)(=O)C.O>[CH3:22][S:19]([NH:1][C:2]1[S:3][CH:4]=[C:5]([CH2:7][C:8]([O:10][CH2:11][CH3:12])=[O:9])[N:6]=1)(=[O:21])=[O:20]. Procedure details: To a solution of ethyl 2-aminothiazol-4-ylacetate (18.6 g.) in dried methylene chloride (140 ml.) was added pyridine, and to the mixture was dropwise added a solution of mesyl chloride (17.2 g.) in dried methylene chloride (20 ml.) under ice-cooling and stirring. The mixture was further stirred for 5 hours at room temperature, and to the mixture was added a mixture of water and ethyl acetate. After adjusting the mixture to about pH 2 with 10% hydrochloric acid under ice-cooling, the precipitates... Reactants: CN (methylamine), ClC1=C(C(=O)O)C=C(C(=C1C)F)[N+](=O)[O-] (2-chloro-3-methyl-4-fluoro-5-nitro-benzoic acid), Cl (HCl). The solvent is C1CCOC1 (THF). The product is ClC1=C(C(=O)O)C=C(C(=C1C)NC)[N+](=O)[O-] (2-Chloro-3-methyl-4-methylamino-5-nitro-benzoic acid). Reaction SMILES: [CH3:1][NH2:2].[Cl:3][C:4]1[C:12]([CH3:13])=[C:11](F)[C:10]([N+:15]([O-:17])=[O:16])=[CH:9][C:5]=1[C:6]([OH:8])=[O:7].Cl>C1COCC1>[Cl:3][C:4]1[C:12]([CH3:13])=[C:11]([NH:2][CH3:1])[C:10]([N+:15]([O-:17])=[O:16])=[CH:9][C:5]=1[C:6]([OH:8])=[O:7]. Procedure details: A mixture of methylamine (2M THF solution, 8.56 mL, 17 mmol), 2-chloro-3-methyl-4-fluoro-5-nitro-benzoic acid (1.00 g, 4.2 mmol) and 20 mL THF is stirred over the weekend at rt. Then the mixture is acidified with 4M aq HCl and concentrated and the residue is washed with water and dried.